Task: describe an organic reaction: reactants, conditions, products, and yield. Dataset: the Open Reaction Database (ORD), a public repository of structured organic reaction records Starting materials: CCCCC(=O)Cl, ClCCl, Cl[Sn](Cl)(Cl)Cl, CCOC(=O)COc1ccc2cc(-c3cc4ccccc4o3)ccc2c1Cl. The product is CCCCC(=O)c1c(-c2ccc3c(Cl)c(OCC(=O)OCC)ccc3c2)oc2ccccc12. Reaction SMILES: [C:28]([CH2:29][CH2:30][CH2:31][CH3:32])(=[O:33])[Cl:34].[CH2:40]([Cl:41])[Cl:42].[Sn:35]([Cl:36])([Cl:37])([Cl:38])[Cl:39].[o:1]1[c:2](-[c:10]2[cH:11][c:12]3[cH:13][cH:14][c:15]([O:21][CH2:22][C:23](=[O:24])[O:25][CH2:26][CH3:27])[c:16]([Cl:20])[c:17]3[cH:18][cH:19]2)[cH:3][c:4]2[c:5]1[cH:6][cH:7][cH:8][cH:9]2>>[o:1]1[c:2](-[c:10]2[cH:11][c:12]3[cH:13][cH:14][c:15]([O:21][CH2:22][C:23](=[O:24])[O:25][CH2:26][CH3:27])[c:16]([Cl:20])[c:17]3[cH:18][cH:19]2)[c:3]([C:28]([CH2:29][CH2:30][CH2:31][CH3:32])=[O:33])[c:4]2[c:5]1[cH:6][cH:7][cH:8][cH:9]2. The reactants are OC(C[C@@]1(CCN(C(O1)=O)[C@@H](C)C1=CC=C(C=C1)B1OC(C(O1)(C)C)(C)C)C1=CC=CC=C1)(C)C ((S)-6-(2-hydroxy-2-methylpropyl)-6-phenyl-3-((S)-1-(4-(4,4,5,5-tetramethyl-1,3,2-dioxaborolan-2-yl)phenyl)ethyl)-1,3-oxazinan-2-one), BrC=1C=CC=2N(C1)N=C(N2)C (6-bromo-2-methyl-[1,2,4]triazolo[1,5-a]pyridine). Yields the product OC(C[C@@]1(CCN(C(O1)=O)[C@@H](C)C1=CC=C(C=C1)C=1C=CC=2N(C1)N=C(N2)C)C2=CC=CC=C2)(C)C ((S)-6-(2-hydroxy-2-methylpropyl)-3-((S)-1-(4-(2-methyl-[1,2,4]triazolo[1,5-a]pyridin-6-yl)phenyl)ethyl)-6-phenyl-1,3-oxazinan-2-one). Reaction SMILES: [OH:1][C:2]([CH3:35])([CH3:34])[CH2:3][C@@:4]1([C:28]2[CH:33]=[CH:32][CH:31]=[CH:30][CH:29]=2)[O:9][C:8](=[O:10])[N:7]([C@H:11]([C:13]2[CH:18]=[CH:17][C:16](B3OC(C)(C)C(C)(C)O3)=[CH:15][CH:14]=2)[CH3:12])[CH2:6][CH2:5]1.Br[C:37]1[CH:38]=[CH:39][C:40]2[N:41]([N:43]=[C:44]([CH3:46])[N:45]=2)[CH:42]=1>>[OH:1][C:2]([CH3:34])([CH3:35])[CH2:3][C@@:4]1([C:28]2[CH:33]=[CH:32][CH:31]=[CH:30][CH:29]=2)[O:9][C:8](=[O:10])[N:7]([C@H:11]([C:13]2[CH:14]=[CH:15][C:16]([C:37]3[CH:38]=[CH:39][C:40]4[N:41]([N:43]=[C:44]([CH3:46])[N:45]=4)[CH:42]=3)=[CH:17][CH:18]=2)[CH3:12])[CH2:6][CH2:5]1. Procedure details: The title compound was prepared from (S)-6-(2-hydroxy-2-methylpropyl)-6-phenyl-3-((S)-1-(4-(4,4,5,5-tetramethyl-1,3,2-dioxaborolan-2-yl)phenyl)ethyl)-1,3-oxazinan-2-one and 6-bromo-2-methyl-[1,2,4]triazolo[1,5-a]pyridine following a procedure analogous to that described in Example 3. LC-MS Method 2 tR=1.27 min, 507, 485; 1H NMR (CD3OD) δ 0.97 (s, 3H), 1.29 (s, 3H), 1.58 (d, 3H), 2.18 (s, 2H), 2.27 (m, 1H), 2.51 (m, 2H), 2.63 (s, 3H), 3.10 (m, 1H), 5.62 (q, 1H), 7.13 (d, 2H), 7.30-7.40 (5H), 7.52... Reactants: [OH-].[Na+] (Sodium hydroxide), C1(=CC=CC=C1)S(=O)(=O)CC1=CC=C(C(=C1C(=O)OC(C)(C)C)OCC(N)=O)Br (tert-butyl 6-(benzenesulfonylmethyl)-3-bromo-2-carbamoylmethoxybenzoate), C1(=CC=CC=C1)S(=O)(=O)CC1=CC=C(C(=C1C(=O)OC(C)(C)C)OCC(N)=O)Br (tert-butyl 6-(benzenesulfonylmethyl)-3-bromo-2-carbamoylmethoxybenzoate), CN(C)C=O (DMF), C(C)(=O)OCC (Ethyl acetate), C(O)([O-])=O.[Na+] (sodium hydrogen carbonate). Run at time 7 hour. The product is C1(=CC=CC=C1)S(=O)(=O)CC1=CC=C(C(=C1C(=O)OC(C)(C)C)NC(CO)=O)Br (tert-butyl 6-(benzenesulfonylmethyl)-3-bromo-2-(2-hydroxyacetylamino)-benzoate). Reaction SMILES: [OH-].[Na+].[C:3]1([S:9]([CH2:12][C:13]2[C:18]([C:19]([O:21][C:22]([CH3:25])([CH3:24])[CH3:23])=[O:20])=[C:17](OCC(=O)N)[C:16]([Br:31])=[CH:15][CH:14]=2)(=[O:11])=[O:10])[CH:8]=[CH:7][CH:6]=[CH:5][CH:4]=1.[C:32](OCC)(=[O:34])C.C(=O)([O-])O.[Na+].C[N:44]([CH:46]=[O:47])C>>[C:3]1([S:9]([CH2:12][C:13]2[C:18]([C:19]([O:21][C:22]([CH3:25])([CH3:24])[CH3:23])=[O:20])=[C:17]([NH:44][C:46](=[O:47])[CH2:32][OH:34])[C:16]([Br:31])=[CH:15][CH:14]=2)(=[O:10])=[O:11])[CH:4]=[CH:5][CH:6]=[CH:7][CH:8]=1 |f:0.1,4.5|. Procedure: Sodium hydroxide (0.14 g) was added to a solution of tert-butyl 6-(benzenesulfonylmethyl)-3-bromo-2-carbamoylmethoxybenzoate (Intermediate 37, 0.33 g) in DMF (5 mL) and the mixture was stirred for 7 hours. Ethyl acetate and a saturated aqueous solution of sodium hydrogen carbonate were added to the mixture and the organic layer was separated, washed with water and brine, dried (Na2SO4) and filtered. The filtrate was evaporated to dryness and the residue was purified by chromatography on silica, ... The yield is 30.7%. Reactants: BrC1=C(N=C2N1C1=C(NC3=C2C=CC=C3)N=CC=C1)C1=CC=CC=C1 (3-bromo-2-phenyl-9H-benzo[f]imidazo[1,2-d]pyrido[2,3-b][1,4]diazepine), CC1(OB(OC1(C)C)C1=CC=C(C=C1)[C@H](C)NC(OC(C)(C)C)=O)C ((S)-tert-butyl (1-(4-(4,4,5,5-tetramethyl-1,3,2-dioxaborolan-2-yl)phenyl)ethyl)carbamate), C(C)O (ethanol), C([O-])(O)=O.[Na+] (sodium bicarbonate). Reaction SMILES: Br[C:2]1[N:6]2[C:7]3[CH:19]=[CH:18][CH:17]=[N:16][C:8]=3[NH:9][C:10]3[CH:15]=[CH:14][CH:13]=[CH:12][C:11]=3[C:5]2=[N:4][C:3]=1[C:20]1[CH:25]=[CH:24][CH:23]=[CH:22][CH:21]=1.C(O)C.C(=O)(O)[O-].[Na+].CC1(C)C(C)(C)OB([C:42]2[CH:47]=[CH:46][C:45]([C@@H:48]([NH:50][C:51](=[O:57])[O:52][C:53]([CH3:56])([CH3:55])[CH3:54])[CH3:49])=[CH:44][CH:43]=2)O1>C1(C)C=CC=CC=1>[C:20]1([C:3]2[N:4]=[C:5]3[C:11]4[CH:12]=[CH:13][CH:14]=[CH:15][C:10]=4[NH:9][C:8]4[N:16]=[CH:17][CH:18]=[CH:19][C:7]=4[N:6]3[C:2]=2[C:42]2[CH:43]=[CH:44][C:45]([C@@H:48]([NH:50][C:51](=[O:57])[O:52][C:53]([CH3:56])([CH3:55])[CH3:54])[CH3:49])=[CH:46][CH:47]=2)[CH:25]=[CH:24][CH:23]=[CH:22][CH:21]=1 |f:2.3|. Procedure: To a suspension of 3-bromo-2-phenyl-9H-benzo[f]imidazo[1,2-d]pyrido[2,3-b][1,4]diazepine (0.60 g, 1 eq.) in a mixture of toluene (10 mL), ethanol (10 mL), and saturated sodium bicarbonate (3 mL) was added (S)-tert-butyl (1-(4-(4,4,5,5-tetramethyl-1,3,2-dioxaborolan-2-yl)phenyl)ethyl)carbamate (1.31 g, 2.45 eq.). The reaction was degassed (nitrogen) for 5 minutes and tetrakis(triphenylphosphine)palladium(0) added (0.3 g). The reaction was again degassed for 5 minutes and stirred at 100° C. overni... The product is C1(=CC=CC=C1)C=1N=C2N(C3=C(NC4=C2C=CC=C4)N=CC=C3)C1C1=CC=C(C=C1)[C@H](C)NC(OC(C)(C)C)=O ((S)-tert-butyl (1-(4-(2-phenyl-9H-benzo[f]imidazo[1,2-d]pyrido[2,3-b][1,4]diazepin-3-yl)phenyl)ethyl)carbamate). Run at temperature 100 celsius, time 8 hour. Solvent: C1(=CC=CC=C1)C (toluene).